From a dataset of the Open Reaction Database (ORD), a public repository of structured organic reaction records. describe an organic reaction: reactants, conditions, products, and yield Reactants: Cc1ccc2cc(F)ccc2n1, O=[Se]=O. The product is O=Cc1ccc2cc(F)ccc2n1. RXN SMILES: [F:1][c:2]1[cH:3][c:4]2[cH:5][cH:6][c:7]([CH3:12])[n:8][c:9]2[cH:10][cH:11]1.[Se:13](=[O:14])=[O:15]>>[F:1][c:2]1[cH:3][c:4]2[cH:5][cH:6][c:7]([CH:12]=[O:14])[n:8][c:9]2[cH:10][cH:11]1. As a reaction SMILES: [CH3:1][C:2]1[CH:7]=[CH:6][N:5]=[CH:4][C:3]=1[N:8]1[CH2:12][CH2:11][NH:10][C:9]1=[O:13].Br[C:15]1[CH:20]=[CH:19][C:18]([F:21])=[C:17]([F:22])[CH:16]=1.N[C@@H]1CCCC[C@H]1N.C(=O)([O-])[O-].[K+].[K+]>[Cu](I)I.O1CCOCC1>[F:21][C:18]1[CH:19]=[C:20]([N:10]2[CH2:11][CH2:12][N:8]([C:3]3[CH:4]=[N:5][CH:6]=[CH:7][C:2]=3[CH3:1])[C:9]2=[O:13])[CH:15]=[CH:16][C:17]=1[F:22] |f:3.4.5|. Solvent: O1CCOCC1 (1,4-dioxane). Procedure: Using the same reaction conditions as in Example 14, 1-(4-methyl-pyridin-3-yl)-imidazolidin-2-one (I-14b: 150 mg, 0.8474 mmol) was reacted with 4-bromo-1,2-difluoro-benzene (163.5 mg, 0.8474 mmol), 1,4-dioxane (5 mL), copper iodide (16.14 mg, 0.08474 mmol), trans-1,2-diamino cyclohexane (29.10 mg, 0.253942 mmol) and potassium carbonate (234.3 mg, 1.6948 mmol) to afford the crude product. Purification by column chromatography on silica gel (1% MeOH in CHCl3) afforded 205 mg of the product (84.01%... Isolated yield 83.6%. Reactants: CC1=C(C=NC=C1)N1C(NCC1)=O (1-(4-methyl-pyridin-3-yl)-imidazolidin-2-one), BrC1=CC(=C(C=C1)F)F (4-bromo-1,2-difluoro-benzene), N[C@H]1[C@@H](CCCC1)N (trans-1,2-diamino cyclohexane), C([O-])([O-])=O.[K+].[K+] (potassium carbonate). Product: FC=1C=C(C=CC1F)N1C(N(CC1)C=1C=NC=CC1C)=O (1-(3,4-Difluoro-phenyl)-3-(4-methyl-pyridin-3-yl)-imidazolidin-2-one). The reagents and catalysts are [Cu](I)I (copper iodide). Reactants: Fc1ccc(OCc2ccccc2)c(F)c1Cc1c[nH]c2ncc(-c3cccnc3)cc12, CC(C)[Si](Cl)(C(C)C)C(C)C, [H-], [Na+], C1CCOC1, O. Yields the product CC(C)[Si](C(C)C)(C(C)C)n1cc(Cc2c(F)ccc(OCc3ccccc3)c2F)c2cc(-c3cccnc3)cnc21. RXN SMILES: [CH2:1]([c:2]1[cH:3][cH:4][cH:5][cH:6][cH:7]1)[O:8][c:9]1[c:10]([F:32])[c:11]([CH2:12][c:13]2[cH:14][nH:15][c:16]3[n:17][cH:18][c:19](-[c:22]4[cH:23][n:24][cH:25][cH:26][cH:27]4)[cH:20][c:21]23)[c:28]([F:31])[cH:29][cH:30]1.[CH:35]([CH3:36])([CH3:37])[Si:38]([CH:39]([CH3:40])[CH3:41])([CH:42]([CH3:43])[CH3:44])[Cl:45].[H-:33].[Na+:34].[O:47]1[CH2:48][CH2:49][CH2:50][CH2:51]1.[OH2:46]>>[CH2:1]([c:2]1[cH:3][cH:4][cH:5][cH:6][cH:7]1)[O:8][c:9]1[c:10]([F:32])[c:11]([CH2:12][c:13]2[cH:14][n:15]([Si:38]([CH:35]([CH3:36])[CH3:37])([CH:39]([CH3:40])[CH3:41])[CH:42]([CH3:43])[CH3:44])[c:16]3[n:17][cH:18][c:19](-[c:22]4[cH:23][n:24][cH:25][cH:26][cH:27]4)[cH:20][c:21]23)[c:28]([F:31])[cH:29][cH:30]1.